describe an organic reaction: reactants, conditions, products, and yield From a dataset of the Open Reaction Database (ORD), a public repository of structured organic reaction records. The reactants are CNC(=O)c1cnc(Oc2ccc3c(c2)CCNCC3)cn1, CC1CCC(=O)C1. The product is CNC(=O)c1cnc(Oc2ccc3c(c2)CCN(C2CCC(C)C2)CC3)cn1. Reaction SMILES: [CH3:1][NH:2][C:3](=[O:4])[c:5]1[n:6][cH:7][c:8]([O:11][c:12]2[cH:13][c:14]3[c:15]([cH:21][cH:22]2)[CH2:16][CH2:17][NH:18][CH2:19][CH2:20]3)[n:9][cH:10]1.[CH3:23][CH:24]1[CH2:25][C:26](=[O:29])[CH2:27][CH2:28]1>>[CH3:1][NH:2][C:3](=[O:4])[c:5]1[n:6][cH:7][c:8]([O:11][c:12]2[cH:13][c:14]3[c:15]([cH:21][cH:22]2)[CH2:16][CH2:17][N:18]([CH:26]2[CH2:25][CH:24]([CH3:23])[CH2:28][CH2:27]2)[CH2:19][CH2:20]3)[n:9][cH:10]1. Reactants: [Br-] (bromide), ClC1=CC=C(C=C1)[Mg]Br (p-chlorophenyl magnesium bromide). Solvent: C1=CC=CC=C1 (benzene), O1CCCC1 (tetrahydrofuran). The product is ClC1=CC=C(C=C1)C1=CC=C(C=C1)Cl (4,4'-Dichlorobiphenyl). Reaction SMILES: [Br-].[Cl:2][C:3]1[CH:8]=[CH:7][C:6]([Mg]Br)=[CH:5][CH:4]=1>C1C=CC=CC=1.O1CCCC1>[Cl:2][C:3]1[CH:8]=[CH:7][C:6]([C:6]2[CH:7]=[CH:8][C:3]([Cl:2])=[CH:4][CH:5]=2)=[CH:5][CH:4]=1. Procedure details: Thallous bromide (22.46 gm, 0.079 mole) is added to a solution of p-chlorophenyl magnesium bromide (0.0395 mole) in a mixture of benzene (25 ml.) and tetrahydrofuran (25 ml.) and the mixture stirred and refluxed under nitrogen for 7 hours. The reaction mixture is cooled, poured into 150 ml. of dilute hydrochloric acid, and the 4,4'-dichlorobiphenyl extracted with ether (2 × 30 ml.). The combined extracts are dried over anhydrous sodium sulfate, and the solvent removed to leave 2.9 gm. of crude w... The reactants are aldehyde, OC1=C(C=O)C=CC=C1O (2,3-dihydroxybenzaldehyde), [H][H] (hydrogen), C(C1=CC=CC=C1)Br (benzyl bromide), aldehyde, formula 11, [H-].[Na+] (sodium hydride). Solvent: O (water), CN(S(=O)=O)C (DMSO), CN(S(=O)=O)C (dimethyl sulfonamide). Conditions: time 24 hour. The product is C(C1=CC=CC=C1)OC=1C(=C(C=O)C=CC1)O (3-benzyloxy-2-hydroxy benzaldehyde). As a reaction SMILES: [H][H].[OH:3][C:4]1[C:11]([OH:12])=[CH:10][CH:9]=[CH:8][C:5]=1[CH:6]=[O:7].[H-].[Na+].[CH2:15](Br)[C:16]1[CH:21]=[CH:20][CH:19]=[CH:18][CH:17]=1>CN(C)S(=O)=O.O>[CH2:15]([O:12][C:11]1[C:4]([OH:3])=[C:5]([CH:8]=[CH:9][CH:10]=1)[CH:6]=[O:7])[C:16]1[CH:21]=[CH:20][CH:19]=[CH:18][CH:17]=1 |f:2.3|. Procedure details: Scheme V depicts a method of preparing aldehyde 13. For example, an aldehyde of formula 11 wherein R3, R4 and R5 are hydrogen, i.e., 2,3-dihydroxybenzaldehyde (0.6 g, 4.3 mmol) was added to dimethyl sulfonamide (DMSO) (10 ml) containing sodium hydride (0.25 g, 10.4 mmol). After one hour a solution of benzyl bromide (0.52 ml, 4.3 mmol) in DMSO (5 ml) is added. Stirring the mixture is continued for 24 h, after which time the mixture is poured into water and extracted with chloroform (2×). The aque... The reactants are FC(C(CCC[C@@H]1[C@H](C(C[C@H]1OC1OCCCC1)=O)CCCCCCC(=O)OC)=O)(CCC)F (methyl 7-{(1R)-(2R,3R)-2-(5,5-difluoro-4oxooctyl)-5-oxo-3-tetrahydropyranyloxycylopentyl}heptanoate), resultant solution. Run in C(C)(=O)O (acetic acid), C1CCOC1 (THF), O (water). Product: FC(C(CCC[C@@H]1[C@H](C(C[C@H]1O)=O)CCCCCCC(=O)OC)=O)(CCC)F (methyl 7-{(1R)-(2R,3R)-2-(5,5-difluoro-4-oxooctyl)-3-hydroxy-5-oxocylopentyl}heptanoate). Reaction SMILES: [F:1][C:2]([F:34])([CH2:31][CH2:32][CH3:33])[C:3](=[O:30])[CH2:4][CH2:5][CH2:6][C@H:7]1[C@H:11]([O:12]C2CCCCO2)[CH2:10][C:9](=[O:19])[C@@H:8]1[CH2:20][CH2:21][CH2:22][CH2:23][CH2:24][CH2:25][C:26]([O:28][CH3:29])=[O:27]>C(O)(=O)C.C1COCC1.O>[F:1][C:2]([F:34])([CH2:31][CH2:32][CH3:33])[C:3](=[O:30])[CH2:4][CH2:5][CH2:6][C@H:7]1[C@H:11]([OH:12])[CH2:10][C:9](=[O:19])[C@@H:8]1[CH2:20][CH2:21][CH2:22][CH2:23][CH2:24][CH2:25][C:26]([O:28][CH3:29])=[O:27]. Reported procedure: The diketone (34) (0.371 g) was dissolved in a mixed solvent of acetic acid, THF and water (1:3:1, 35 ml), and the resultant solution was stirred overnight. The crude product obtained after the usual work-up was chromatographed on a Rober column (ODS) to give the titled compound (35). The reactants are resultant compound, C(=O)(O)C12CC3(CC(CC(C1)C3)(C2)O)C(=O)O (1,3-dicarboxy-5-adamantanol), CNC (dimethylamine), [Cl-] (chloride), N (ammonia), C(=O)(O)C12CC3(CC(CC(C1)(C3)O)(C2)O)C(=O)O (1,3-dicarboxy-5,7-adamantanediol), NN (hydrazine), N(N)C(=O)C12CC3(CC(CC(C1)(C3)O)(C2)O)C(=O)NN (1, 3-di(hydrazinocarbonyl)-5,7-adamantanediol), CN(C(=O)C12CC3(CC(CC(C1)C3)C2)O)C (1-(N, N-dimethylcarbamoyl)-3-adamantanol). Yields the product CN(C(=O)C12CC3(CC(CC(C1)C3)C2)C(=O)OC)C (1-(N,N-dimethylcarbamoyl)-3-methoxycarbonyladamantane). As a reaction SMILES: C([C:4]12[CH2:13][C:8]3(O)[CH2:9][CH:10]([CH2:12][C:6]([C:15]([OH:17])=[O:16])([CH2:7]3)[CH2:5]1)[CH2:11]2)(O)=O.N.[C:19](C12CC3(O)CC(O)(CC(C(O)=O)(C3)C1)C2)(O)=O.NN.N(C(C12CC3(O)CC(O)(CC(C(NN)=O)(C3)C1)C2)=O)N.[CH3:59][N:60]([CH3:74])[C:61](C12CC3CC(CC(O)(C3)C1)C2)=[O:62].[Cl-].CNC>>[CH3:59][N:60]([CH3:74])[C:61]([C:8]12[CH2:13][CH:4]3[CH2:11][CH:10]([CH2:12][C:6]([C:15]([O:17][CH3:19])=[O:16])([CH2:5]3)[CH2:7]1)[CH2:9]2)=[O:62]. Reported procedure: For example, reaction of 1,3-dicarboxy-5-adamantanol with ammonia provides 1,3-dicarbamoyl-5-admatanol. Reaction of 1,3-dicarboxy-5,7-adamantanediol with hydrazine forms 1, 3-di(hydrazinocarbonyl)-5,7-adamantanediol, etc. 1-(N, N-dimethylcarbamoyl)-3-adamantanol can be obtained by acting thyonyl chloride on 1-carboxy-3-adamantanol followed by reacting the resultant compound with dimethylamine. Similarly, 1-(N,N-dimethylcarbamoyl)-3-methoxycarbonyladamantane can be formed from 1-carboxy-3-methoxy... Reactants: COc1cc2c(cc1C)CC1NCCCC21, O=C(O)c1ccc2[nH]cnc2c1. Yields the product COc1cc2c(cc1C)CC1C2CCCN1C(=O)c1ccc2[nH]cnc2c1. RXN SMILES: [CH3:13][O:14][c:15]1[c:16]([CH3:28])[cH:17][c:18]2[c:26]([cH:27]1)[CH:25]1[CH:20]([CH2:19]2)[NH:21][CH2:22][CH2:23][CH2:24]1.[nH:1]1[cH:2][n:3][c:4]2[c:5]1[cH:6][cH:7][c:8]([C:10](=[O:11])[OH:12])[cH:9]2>>[nH:1]1[cH:2][n:3][c:4]2[c:5]1[cH:6][cH:7][c:8]([C:10](=[O:12])[N:21]1[CH:20]3[CH2:19][c:18]4[cH:17][c:16]([CH3:28])[c:15]([O:14][CH3:13])[cH:27][c:26]4[CH:25]3[CH2:24][CH2:23][CH2:22]1)[cH:9]2. Starting materials: Brc1ccc2cc[nH]c2c1, Cc1ccccc1, CCO, OB(O)c1ccc(OC(F)(F)F)cc1, [Na+], [Na+], O=C([O-])[O-], O, c1ccc(P(c2ccccc2)(c2ccccc2)[Pd](P(c2ccccc2)(c2ccccc2)c2ccccc2)(P(c2ccccc2)(c2ccccc2)c2ccccc2)P(c2ccccc2)(c2ccccc2)c2ccccc2)cc1. The product is FC(F)(F)Oc1ccc(-c2ccc3cc[nH]c3c2)cc1. Reaction SMILES: [Br:1][c:2]1[cH:3][cH:4][c:5]2[cH:6][cH:7][nH:8][c:9]2[cH:10]1.[CH3:31][c:32]1[cH:33][cH:34][cH:35][cH:36][cH:37]1.[CH3:39][CH2:40][OH:41].[F:11][C:12]([O:13][c:14]1[cH:15][cH:16][c:17]([B:20]([OH:21])[OH:22])[cH:18][cH:19]1)([F:23])[F:24].[Na+:25].[Na+:26].[O-:27][C:28](=[O:29])[O-:30].[OH2:38].[cH:42]1[cH:43][cH:44][c:45]([P:46]([Pd:47]([P:48]([c:49]2[cH:50][cH:51][cH:52][cH:53][cH:54]2)([c:55]2[cH:56][cH:57][cH:58][cH:59][cH:60]2)[c:61]2[cH:62][cH:63][cH:64][cH:65][cH:66]2)([P:67]([c:68]2[cH:69][cH:70][cH:71][cH:72][cH:73]2)([c:74]2[cH:75][cH:76][cH:77][cH:78][cH:79]2)[c:80]2[cH:81][cH:82][cH:83][cH:84][cH:85]2)[P:86]([c:87]2[cH:88][cH:89][cH:90][cH:91][cH:92]2)([c:93]2[cH:94][cH:95][cH:96][cH:97][cH:98]2)[c:99]2[cH:100][cH:101][cH:102][cH:103][cH:104]2)([c:105]2[cH:106][cH:107][cH:108][cH:109][cH:110]2)[c:111]2[cH:112][cH:113][cH:114][cH:115][cH:116]2)[cH:117][cH:118]1>>[c:2]1(-[c:17]2[cH:16][cH:15][c:14]([O:13][C:12]([F:11])([F:23])[F:24])[cH:19][cH:18]2)[cH:3][cH:4][c:5]2[cH:6][cH:7][nH:8][c:9]2[cH:10]1. Reactants: COC1=CC=C(C=C1)CN(S(=O)(=O)N1CCC1)C1=NC(=NC(=C1)OC)SCCC1=CC=CC=C1 (N-[(4-methoxyphenyl)methyl]-N-[6-methoxy-2-[(2-phenylethyl)thio]pyrimidin-4-yl]azetidine-1-sulfonamide), product, C(=O)(C(F)(F)F)O (TFA). Run in C(Cl)Cl (DCM). Product: COC1=CC(=NC(=N1)SCCC1=CC=CC=C1)NS(=O)(=O)N1CCC1 (N-[6-Methoxy-2-[(2-phenylethyl)thio]pyrimidin-4-yl]azetidine-1-sulfonamide). As a reaction SMILES: COC1C=CC(C[N:10]([C:18]2[CH:23]=[C:22]([O:24][CH3:25])[N:21]=[C:20]([S:26][CH2:27][CH2:28][C:29]3[CH:34]=[CH:33][CH:32]=[CH:31][CH:30]=3)[N:19]=2)[S:11]([N:14]2[CH2:17][CH2:16][CH2:15]2)(=[O:13])=[O:12])=CC=1.C(O)(C(F)(F)F)=O>C(Cl)Cl>[CH3:25][O:24][C:22]1[N:21]=[C:20]([S:26][CH2:27][CH2:28][C:29]2[CH:30]=[CH:31][CH:32]=[CH:33][CH:34]=2)[N:19]=[C:18]([NH:10][S:11]([N:14]2[CH2:17][CH2:16][CH2:15]2)(=[O:12])=[O:13])[CH:23]=1. Reported procedure: A solution of N-[(4-methoxyphenyl)methyl]-N-[6-methoxy-2-[(2-phenylethyl)thio]pyrimidin-4-yl]azetidine-1-sulfonamide (the product of step iii, 0.17 g) in DCM (1 ml) and TFA (2 ml) was stirred at morn temperature for 18 h. The solvent was evaporated under reduced pressure. The residue was recrystallised from EtOAc and iso-hexane to give the title product as a white solid. Yield: 50 mg. The reactants are CS(C)=O, Fc1cc(Cl)cnc1F, Cl, [K+], [OH-], Oc1ccc(O)cc1. Yields the product Oc1ccc(Oc2ncc(Cl)cc2F)cc1. RXN SMILES: [CH3:21][S:22]([CH3:23])=[O:24].[Cl:11][c:12]1[cH:13][c:14]([F:19])[c:15]([F:18])[n:16][cH:17]1.[ClH:20].[K+:10].[OH-:9].[OH:1][c:2]1[cH:3][cH:4][c:5]([OH:6])[cH:7][cH:8]1>>[O:1]([c:2]1[cH:3][cH:4][c:5]([OH:6])[cH:7][cH:8]1)[c:15]1[c:14]([F:19])[cH:13][c:12]([Cl:11])[cH:17][n:16]1.